Dataset: the Open Reaction Database (ORD), a public repository of structured organic reaction records. Task: describe an organic reaction: reactants, conditions, products, and yield Starting materials: Cl (hydrogen chloride), O (water), ClC1=C2C=CN=NC2=C(C(=C1)C(C)N)C1=CC(=CC=C1)F (1-[5-chloro-8-(3-fluorophenyl)cinnolin-7-yl]ethanamine), BrC1=C2N=CN(C2=NC=N1)C1OCCCC1 (6-bromo-9-(tetrahydro-2H-pyran-2-yl)-9H-purine), C(C)(C)N(C(C)C)CC (N,N-diisopropylethylamine). The solvent is CO (methanol), C(C)O (ethanol). Run at temperature 20 celsius, time 1 hour. Yields the product ClC1=C2C=CN=NC2=C(C(=C1)C(C)NC1=C2N=CNC2=NC=N1)C1=CC(=CC=C1)F (N-{1-[5-Chloro-8-(3-fluorophenyl)cinnolin-7-yl]ethyl}-9H-purin-6-amine). The yield is 61.6%. Reaction SMILES: [Cl:1][C:2]1[CH:11]=[C:10]([CH:12]([NH2:14])[CH3:13])[C:9]([C:15]2[CH:20]=[CH:19][CH:18]=[C:17]([F:21])[CH:16]=2)=[C:8]2[C:3]=1[CH:4]=[CH:5][N:6]=[N:7]2.Br[C:23]1[N:31]=[CH:30][N:29]=[C:28]2[C:24]=1[N:25]=[CH:26][N:27]2C1CCCCO1.C(N(CC)C(C)C)(C)C.Cl.O>C(O)C.CO>[Cl:1][C:2]1[CH:11]=[C:10]([CH:12]([NH:14][C:23]2[N:31]=[CH:30][N:29]=[C:28]3[C:24]=2[N:25]=[CH:26][NH:27]3)[CH3:13])[C:9]([C:15]2[CH:20]=[CH:19][CH:18]=[C:17]([F:21])[CH:16]=2)=[C:8]2[C:3]=1[CH:4]=[CH:5][N:6]=[N:7]2. Reported procedure: A solution of the single enantiomer of 1-[5-chloro-8-(3-fluorophenyl)cinnolin-7-yl]ethanamine (0.52 g, 1.7 mmol) from Step B, 6-bromo-9-(tetrahydro-2H-pyran-2-yl)-9H-purine (0.73 g, 2.6 mmol), and N,N-diisopropylethylamine (0.90 mL, 5.1 mmol) in ethanol (9 mL) was heated at 90° C. for 21 hours. The reaction mixture was concentrated to give the crude THP-purine intermediate which was used without further purification. A solution of this material in methanol (10 mL) was treated with 1 M hydrogen c... Yields the product BrC=1C=CC(=NC1)OC1CCCCC1 (5-bromo-2-(cyclohexyloxy)pyridine). Run at time 30 minute. RXN SMILES: [CH:1]1([OH:7])[CH2:6][CH2:5][CH2:4][CH2:3][CH2:2]1.[H-].[Na+].[Br:10][C:11]1[CH:12]=[CH:13][C:14](Cl)=[N:15][CH:16]=1>CN(C)C(=O)C>[Br:10][C:11]1[CH:12]=[CH:13][C:14]([O:7][CH:1]2[CH2:6][CH2:5][CH2:4][CH2:3][CH2:2]2)=[N:15][CH:16]=1 |f:1.2|. The solvent is CN(C(C)=O)C (N,N-dimethylacetoamide), CN(C(C)=O)C (N,N-dimethylacetoamide). Starting materials: C1(CCCCC1)O (Cyclohexanol), [H-].[Na+] (NaH), BrC=1C=CC(=NC1)Cl (5-bromo-2-chloropyridine). Procedure details: Cyclohexanol (3.99 mL) was added to a mixture of NaH (60%, 1.50 g) in N,N-dimethylacetoamide (10 mL) at 0° C. The mixture was stirred at room temperature for 30 min. The solution of 5-bromo-2-chloropyridine (6.00 g) in N,N-dimethylacetoamide (10 mL) was added and the mixture was stirred at 100° C. for 1.5 hr. The mixture was quenched with water at room temperature and extracted with EtOAc. The organic layer was separated, washed with brine, dried over anhydrous sodium sulfate and concentrated in... The reactants are CC1=C(C(O)=CC(=C1)C)O (3,5-dimethylcatechol), CC(CC(C)=O)C (4-methyl-2-pentanone). The product is CC1=C(O)C(=CC(=C1)O)C (2,6-dimethylhydroquinone). Reaction SMILES: [CH3:1][C:2]1[CH:8]=[C:7]([CH3:9])[CH:6]=[C:4]([OH:5])[C:3]=1O.CC(C)CC(=[O:16])C>>[CH3:1][C:2]1[CH:3]=[C:4]([OH:5])[CH:6]=[C:7]([CH3:9])[C:8]=1[OH:16]. Procedure: By following in the same manner as in Example 53, except that 0.25 g. (2.5 m. moles) of 4-methyl-2-pentanone was used instead of 3.61 g. (26.1 m. moles) of it, 3.09 g. (22.4 m. moles) of 3,5-dimethylcatechol and 2.07 g. (15 m. moles) of 2,6-dimethylhydroquinone were obtained. The yield of dihydric alkylphenols was 73.6 percent.